Dataset: the Open Reaction Database (ORD), a public repository of structured organic reaction records. Task: describe an organic reaction: reactants, conditions, products, and yield Starting materials: CO, [Li+], C1CCOC1, [OH-], O, CCOC(=O)c1cccc(NC(=O)NC2CN(C(=O)OCc3ccccc3)c3ccc(C)cc3N(CC(=O)c3ccccc3C)C2=O)c1. Product: Cc1ccc2c(c1)N(CC(=O)c1ccccc1C)C(=O)C(NC(=O)Nc1cccc(C(=O)O)c1)CN2C(=O)OCc1ccccc1. Reaction SMILES: [CH3:57][OH:58].[Li+:51].[O:52]1[CH2:53][CH2:54][CH2:55][CH2:56]1.[OH-:50].[OH2:49].[c:1]1([CH3:48])[c:2]([C:7](=[O:8])[CH2:9][N:10]2[C:11](=[O:47])[CH:12]([NH:32][C:33](=[O:34])[NH:35][c:36]3[cH:37][c:38]([C:42](=[O:43])[O:44][CH2:45][CH3:46])[cH:39][cH:40][cH:41]3)[CH2:13][N:14]([C:22](=[O:23])[O:24][CH2:25][c:26]3[cH:27][cH:28][cH:29][cH:30][cH:31]3)[c:15]3[c:16]2[cH:17][c:18]([CH3:21])[cH:19][cH:20]3)[cH:3][cH:4][cH:5][cH:6]1>>[c:1]1([CH3:48])[c:2]([C:7](=[O:8])[CH2:9][N:10]2[C:11](=[O:47])[CH:12]([NH:32][C:33](=[O:34])[NH:35][c:36]3[cH:37][c:38]([C:42](=[O:43])[OH:44])[cH:39][cH:40][cH:41]3)[CH2:13][N:14]([C:22](=[O:23])[O:24][CH2:25][c:26]3[cH:27][cH:28][cH:29][cH:30][cH:31]3)[c:15]3[c:16]2[cH:17][c:18]([CH3:21])[cH:19][cH:20]3)[cH:3][cH:4][cH:5][cH:6]1. The reactants are C(C)(=O)OCC=1C(=NC=CC1C1=CN(C(C(=C1)NC1=NC=C(C=C1)N1CC(C1)O)=O)C)N1C(C2=C(C=C(C=C2C=N1)C(C)(C)C)F)=O ((2-(6-tert-Butyl-8-fluoro-1-oxophthalazin-2(1H)-yl)-4-(5-(5-(3-hydroxyazetidin-1-yl)pyridin-2-ylamino)-1-methyl-6-oxo-1,6-dihydropyridin-3-yl)pyridin-3-yl)methyl Acetate), [OH-].[Li+] (lithium hydroxide). Run in C(C)(C)O.C1CCOC1.O (i-propanol THF water). Run at time 1 hour. Yields the product C(C)(C)(C)C=1C=C2C=NN(C(C2=C(C1)F)=O)C1=NC=CC(=C1CO)C1=CN(C(C(=C1)NC1=NC=C(C=C1)N1CC(C1)O)=O)C (6-tert-butyl-8-fluoro-2-[4-[5-[[5-(3-hydroxyazetidin-1-yl)-2-pyridyl]amino]-1-methyl-6-oxo-3-pyridyl]-3-(hydroxymethyl)-2-pyridyl]phthalazin-1-one). Isolated yield 30.4%. RXN SMILES: C([O:4][CH2:5][C:6]1[C:7]([N:32]2[N:41]=[CH:40][C:39]3[C:34](=[C:35]([F:46])[CH:36]=[C:37]([C:42]([CH3:45])([CH3:44])[CH3:43])[CH:38]=3)[C:33]2=[O:47])=[N:8][CH:9]=[CH:10][C:11]=1[C:12]1[CH:17]=[C:16]([NH:18][C:19]2[CH:24]=[CH:23][C:22]([N:25]3[CH2:28][CH:27]([OH:29])[CH2:26]3)=[CH:21][N:20]=2)[C:15](=[O:30])[N:14]([CH3:31])[CH:13]=1)(=O)C.[OH-].[Li+]>C(O)(C)C.C1COCC1.O>[C:42]([C:37]1[CH:38]=[C:39]2[C:34](=[C:35]([F:46])[CH:36]=1)[C:33](=[O:47])[N:32]([C:7]1[C:6]([CH2:5][OH:4])=[C:11]([C:12]3[CH:17]=[C:16]([NH:18][C:19]4[CH:24]=[CH:23][C:22]([N:25]5[CH2:28][CH:27]([OH:29])[CH2:26]5)=[CH:21][N:20]=4)[C:15](=[O:30])[N:14]([CH3:31])[CH:13]=3)[CH:10]=[CH:9][N:8]=1)[N:41]=[CH:40]2)([CH3:45])([CH3:43])[CH3:44] |f:1.2,3.4.5|. Procedure details: A mixture of 147d (140 mg, 0.22 mmol) and lithium hydroxide (132 mg, 5.5 mmol) in i-propanol/THF/water (2:2:1, 10 mL) was stirred at room temperature for 1 hour. The mixture was concentrated under reduced pressure and diluted with water (10 mL). The resulting mixture was extracted with dichloromethane three times. The combined organic layer was concentrated under reduced pressure and the resulting residue was purified by reverse-phase prep-HPLC to afford 147 (40 mg, 31%) as a yellow solid. MS-ES... The reactants are [Cl-].[Na+] (sodium chloride), [N+](=O)([O-])C1=C(C=O)C=CC=C1 (o-nitrobenzaldehyde), C(C)(C)(C)OC(\C=C(\C)/N)=O (3-aminocrotonic acid tert.-butyl ester), CS(=O)(=O)CC(C)=O (methylsulphonylacetone). The solvent is CO (methanol), O (water), CN(P(N(C)C)(N(C)C)=O)C (hexamethylphosphoric acid triamide), C(C)(=O)OCC (ethyl acetate). Yields the product CC=1NC(=C(C(C1C(=O)OC(C)(C)C)C1=C(C=CC=C1)[N+](=O)[O-])S(=O)(=O)C)C (2,6-Dimethyl-3-carbotert.-butoxy-4-(2-nitrophenyl)-5-methylsulphonyl-1,4-dihydro pyridine). RXN SMILES: [N+:1]([C:4]1[CH:11]=[CH:10][CH:9]=[CH:8][C:5]=1[CH:6]=O)([O-:3])=[O:2].[C:12]([O:16][C:17](=[O:22])/[CH:18]=[C:19](\[NH2:21])/[CH3:20])([CH3:15])([CH3:14])[CH3:13].[CH3:23][S:24]([CH2:27][C:28](=O)[CH3:29])(=[O:26])=[O:25].[Cl-].[Na+]>CN(C)P(=O)(N(C)C)N(C)C.C(OCC)(=O)C.CO.O>[CH3:20][C:19]1[NH:21][C:28]([CH3:29])=[C:27]([S:24]([CH3:23])(=[O:26])=[O:25])[CH:6]([C:5]2[CH:8]=[CH:9][CH:10]=[CH:11][C:4]=2[N+:1]([O-:3])=[O:2])[C:18]=1[C:17]([O:16][C:12]([CH3:15])([CH3:13])[CH3:14])=[O:22] |f:3.4|. Procedure: 4.5 g of o-nitrobenzaldehyde, 6.3 g of 3-aminocrotonic acid tert.-butyl ester and 4.1 g of methylsulphonylacetone are stirred in 30 ml of hexamethylphosphoric acid triamide for 8 hours under nitrogen at a bath temperature of 110° C. The mixture is cooled and dissolved in 200 ml of ethyl acetate and the solution is treated with a mixture of 200 ml of water, 30 ml of methanol and 30 ml of sodium chloride solution. The aqueous phase is separated off and the organic phase is washed three times with ... Starting materials: CC(C)(C)ONC(=O)CC1(Sc2ccc(Oc3ccccc3)cc2)CCCC1, O=C(O)C(F)(F)F. Yields the product O=C(CC1(Sc2ccc(Oc3ccccc3)cc2)CCCC1)NO. Reaction SMILES: [C:1]([CH3:2])([CH3:3])([CH3:4])[O:5][NH:6][C:7]([CH2:8][C:9]1([S:14][c:15]2[cH:16][cH:17][c:18]([O:21][c:22]3[cH:23][cH:24][cH:25][cH:26][cH:27]3)[cH:19][cH:20]2)[CH2:10][CH2:11][CH2:12][CH2:13]1)=[O:28].[OH:29][C:30]([C:31]([F:32])([F:33])[F:34])=[O:35]>>[OH:5][NH:6][C:7]([CH2:8][C:9]1([S:14][c:15]2[cH:16][cH:17][c:18]([O:21][c:22]3[cH:23][cH:24][cH:25][cH:26][cH:27]3)[cH:19][cH:20]2)[CH2:10][CH2:11][CH2:12][CH2:13]1)=[O:28]. The reactants are NC=1N=CC(=C2C1OC(=C2Cl)C2=CC=CC=C2)C=2C=NN(C2)C2CCN(CC2)C(=O)OC(C)(C)C (tert-butyl 4-[4-(7-amino-3-chloro-2-phenylfuro[2,3-c]pyridin-4-yl)-1H-pyrazol-1-yl]piperidine-1-carboxylate), Cl (HCl). Solvent: C(Cl)Cl (DCM). Product: Cl.ClC1=C(OC2=C(N=CC(=C21)C=2C=NN(C2)C2CCNCC2)N)C2=CC=CC=C2 (3-chloro-2-phenyl-4-[1-(piperidin-4-yl)-1H-pyrazol-4-yl]furo[2,3-c]pyridin-7-amine hydrochloride). Yield: 76.0%. RXN SMILES: [NH2:1][C:2]1[N:3]=[CH:4][C:5]([C:18]2[CH:19]=[N:20][N:21]([CH:23]3[CH2:28][CH2:27][N:26](C(OC(C)(C)C)=O)[CH2:25][CH2:24]3)[CH:22]=2)=[C:6]2[C:10]([Cl:11])=[C:9]([C:12]3[CH:17]=[CH:16][CH:15]=[CH:14][CH:13]=3)[O:8][C:7]=12.Cl>C(Cl)Cl>[ClH:11].[Cl:11][C:10]1[C:6]2[C:7](=[C:2]([NH2:1])[N:3]=[CH:4][C:5]=2[C:18]2[CH:19]=[N:20][N:21]([CH:23]3[CH2:24][CH2:25][NH:26][CH2:27][CH2:28]3)[CH:22]=2)[O:8][C:9]=1[C:12]1[CH:17]=[CH:16][CH:15]=[CH:14][CH:13]=1 |f:3.4|. Reported procedure: A solution of tert-butyl 4-[4-(7-amino-3-chloro-2-phenylfuro[2,3-c]pyridin-4-yl)-1H-pyrazol-1-yl]piperidine-1-carboxylate in DCM (1.0 mL) was treated with HCl (1 M in Et2O, 2.0 mL, 2.0 mmol) and stirred at RT. The reaction was concentrated in vacuo to provide 43 mg (76%) of the title compound. 1H NMR (400 MHz, CD3OD) δ 6.94-6.98 (m, 2H), 6.80 (s, 1H), 6.53 (s, 1H), 6.32-6.36 (m, 4H), 3.40 (tt, J=9.98, 4.93 Hz, 1H), 2.34 (dt, J=13.26, 3.35 Hz, 2H), 1.94-2.00 (m, 2H), 1.05-1.15 (m, 4H); MS (ESI): ...